Dataset: the Open Reaction Database (ORD), a public repository of structured organic reaction records. Task: describe an organic reaction: reactants, conditions, products, and yield Reactants: NC1CCN2CCC3=C(C2C1)C=CC=C3 (2-amino-1,3,4,6,7,11b-hexahydro-2H-benzo[a]quinolizine), CC1=CC=C(C=C1)N=C=O (p-methylphenyl isocyanate). The product is C1C(CCN2CCC3=C(C12)C=CC=C3)NC(=O)NC3=CC=C(C=C3)C (1-(1,3,4,6,7,11b-Hexahydro-2H-benzo[a]quinolizin-2-yl)-3-(4-methylphenyl)urea). RXN SMILES: [NH2:1][CH:2]1[CH2:11][CH:10]2[N:5]([CH2:6][CH2:7][C:8]3[CH:15]=[CH:14][CH:13]=[CH:12][C:9]=32)[CH2:4][CH2:3]1.[CH3:16][C:17]1[CH:22]=[CH:21][C:20]([N:23]=[C:24]=[O:25])=[CH:19][CH:18]=1>>[CH2:11]1[CH:10]2[N:5]([CH2:6][CH2:7][C:8]3[CH:15]=[CH:14][CH:13]=[CH:12][C:9]=32)[CH2:4][CH2:3][CH:2]1[NH:1][C:24]([NH:23][C:20]1[CH:21]=[CH:22][C:17]([CH3:16])=[CH:18][CH:19]=1)=[O:25]. Reported procedure: By a procedure analogous to that of Example 1, 2-amino-1,3,4,6,7,11b-hexahydro-2H-benzo[a]quinolizine is reacted with p-methylphenyl isocyanate to give the title compound. Reactants: CC#N, Cc1nn(-c2ccccn2)c2nc3ccccc3c(Cl)c12, N#C[K], [Na+], C1COCCOCCOCCOCCOCCO1, C1CCOC1, [OH-], O. Product: Cc1nn(-c2ccccn2)c2nc3ccccc3c(C#N)c12. As a reaction SMILES: [CH3:50][C:51]#[N:52].[Cl:1][c:2]1[c:3]2[c:4]([n:5][c:6]3[cH:7][cH:8][cH:9][cH:10][c:11]13)[n:12](-[c:16]1[n:17][cH:18][cH:19][cH:20][cH:21]1)[n:13][c:14]2[CH3:15].[K:22][C:23]#[N:24].[Na+:44].[O:25]1[CH2:26][CH2:27][O:28][CH2:29][CH2:30][O:31][CH2:32][CH2:33][O:34][CH2:35][CH2:36][O:37][CH2:38][CH2:39][O:40][CH2:41][CH2:42]1.[O:45]1[CH2:46][CH2:47][CH2:48][CH2:49]1.[OH-:43].[OH2:53]>>[c:2]1([C:23]#[N:24])[c:3]2[c:4]([n:5][c:6]3[cH:7][cH:8][cH:9][cH:10][c:11]13)[n:12](-[c:16]1[n:17][cH:18][cH:19][cH:20][cH:21]1)[n:13][c:14]2[CH3:15]. Procedure: The product was obtained starting from 3-[3-((E)-3-Dimethylamino-acryloyl)-4-oxo-4H-pyridazin-1-yl]-N,N-dimethyl-benzenesulfonamide (A-12) and isoquinolin-8-yl-hydrazine according to the method described for example 91. MS: M=473.3 (M+H)+ As a reaction SMILES: CN(C)/[CH:3]=[CH:4]/[C:5]([C:7]1[C:12](=[O:13])[CH:11]=[CH:10][N:9]([C:14]2[CH:15]=[C:16]([S:20]([N:23]([CH3:25])[CH3:24])(=[O:22])=[O:21])[CH:17]=[CH:18][CH:19]=2)[N:8]=1)=O.[CH:27]1[C:36]2[C:31](=[CH:32][CH:33]=[CH:34][C:35]=2[NH:37][NH2:38])[CH:30]=[CH:29][N:28]=1>>[CH:27]1[C:36]2[C:31](=[CH:32][CH:33]=[CH:34][C:35]=2[N:37]2[C:5]([C:7]3[C:12](=[O:13])[CH:11]=[CH:10][N:9]([C:14]4[CH:15]=[C:16]([S:20]([N:23]([CH3:25])[CH3:24])(=[O:22])=[O:21])[CH:17]=[CH:18][CH:19]=4)[N:8]=3)=[CH:4][CH:3]=[N:38]2)[CH:30]=[CH:29][N:28]=1. The product is C1=NC=CC2=CC=CC(=C12)N1N=CC=C1C1=NN(C=CC1=O)C=1C=C(C=CC1)S(=O)(=O)N(C)C (3-[3-(2-Isoquinolin-8-yl-2H-pyrazol-3-yl)-4-oxo-4H-pyridazin-1-yl]-N,N-dimethyl-benzenesulfonamide). Starting materials: CN(/C=C/C(=O)C1=NN(C=CC1=O)C=1C=C(C=CC1)S(=O)(=O)N(C)C)C (3-[3-((E)-3-Dimethylamino-acryloyl)-4-oxo-4H-pyridazin-1-yl]-N,N-dimethyl-benzenesulfonamide), C1=NC=CC2=CC=CC(=C12)NN (isoquinolin-8-yl-hydrazine). Starting materials: [N+](=O)([O-])C1=C(OC(C(=O)OCCCC)C)C=CC(=C1)C(F)(F)F (butyl 2-(2-nitro-4-trifluoromethylphenoxy)propionate). Reagents/catalysts: [Fe] (iron). Run in C(C)(=O)O (acetic acid). The product is CC1OC2=C(NC1=O)C=C(C=C2)C(F)(F)F (2-methyl-6-trifluoromethyl-benzo[1,4]oxazin-3-one). Isolated yield 54.3%. Reaction SMILES: [N+:1]([C:4]1[CH:19]=[C:18]([C:20]([F:23])([F:22])[F:21])[CH:17]=[CH:16][C:5]=1[O:6][CH:7]([CH3:15])[C:8](OCCCC)=[O:9])([O-])=O>C(O)(=O)C.[Fe]>[CH3:15][CH:7]1[C:8](=[O:9])[NH:1][C:4]2[CH:19]=[C:18]([C:20]([F:23])([F:22])[F:21])[CH:17]=[CH:16][C:5]=2[O:6]1. Procedure: A mixture of butyl 2-(2-nitro-4-trifluoromethylphenoxy)propionate (12.0 g) and iron powder (5 g) in acetic acid (100 ml) was heated to reflux for 1.5 hours. After cooling the reaction mixture was quenched with water and the 2-methyl-6-trifluoromethyl-benzo[1,4]oxazin-3-one (4.49 g, 54% yield) as a grey solid was filtered off and dried mp 142°-4° C.; 1 H NMR (270 Mz): 1.61(3H,d), 4.76(1H,q), 6.7-7.4(2H,m), 8.89(1H,brs) ppm.